This data is from the Open Reaction Database (ORD), a public repository of structured organic reaction records. The task is: describe an organic reaction: reactants, conditions, products, and yield The reactants are ClC1=CC=CC2=C1C(N1[C@H](C=3N2C=NC3C(=O)N)CC1)=O ((S)-8-chloro-9-oxo-12,12a-dihydro-9H,11H-azeto[2, 1-c]imidazo[1,5-a][1,4]benzodiazepine-1-carboxamide), FC(C(=O)OC(C(F)(F)F)=O)(F)F (trifluoroacetic anhydride). Solvent: O1CCOCC1 (dioxan), N1=CC=CC=C1 (pyridine). Conditions: time 3 hour. The product is ClC1=CC=CC2=C1C(N1[C@H](C=3N2C=NC3C#N)CC1)=O ((S)-8-chloro-9-oxo-12,12a-dihydro-9H,11H-azeto[2,1-c]imidazo[1,5-a][1,4]-benzodiazepine-1-carbonitrile). Yield: 99.8%. As a reaction SMILES: [Cl:1][C:2]1[C:7]2[C:8](=[O:21])[N:9]3[CH2:20][CH2:19][C@H:10]3[C:11]3[N:12]([CH:13]=[N:14][C:15]=3[C:16]([NH2:18])=O)[C:6]=2[CH:5]=[CH:4][CH:3]=1.FC(F)(F)C(OC(=O)C(F)(F)F)=O>O1CCOCC1.N1C=CC=CC=1>[Cl:1][C:2]1[C:7]2[C:8](=[O:21])[N:9]3[CH2:20][CH2:19][C@H:10]3[C:11]3[N:12]([CH:13]=[N:14][C:15]=3[C:16]#[N:18])[C:6]=2[CH:5]=[CH:4][CH:3]=1. Procedure: A suspension of 11.9 g (0.0394 mol) of (S)-8-chloro-9-oxo-12,12a-dihydro-9H,11H-azeto[2, 1-c]imidazo[1,5-a][1,4]benzodiazepine-1-carboxamide in a mixture of 85 ml of dioxan and 6.8 ml of pyridine was treated at 0° with 7.1 ml (0.051 mol) of trifluoroacetic anhydride. The suspension was stirred at 50° for 3 hrs., cooled and poured into ice-cold water. After stirring for 11/2 hr. the suspension was suction filtered. There were obtained 11.2 g (100%) of (S)-8-chloro-9-oxo-12,12a-dihydro-9H,11H-azet... Starting materials: C(CCC)[Li] (n-butyl lithium), BrC1=C(C=C(OC[C@H]2OC3=C(N(C2)C)C=CC=C3)C=C1C)C ((2S)-2-((4-bromo-3,5-dimethylphenoxy)methyl)-4-methyl-3,4-dihydro-2H-1,4-benzoxazine), C(=O)=O (carbon dioxide). Procedure: Under an argon atmosphere, the compound (219 g) prepared in Example 8 was dissolved in anhydrous tetrahydrofuran (1.7 L) and stirred at −78° C. n-butyl lithium (1.58 M n-hexane solution, 421 mL) was added to the solution and was stirred for 1 hour. After carbon dioxide was blown into the solution, the solution was stirred for 2 hours while heating up to 0° C. After the residue obtained by removing the solvent was diluted with a 1N sodium hydroxide aqueous solution, the solution was washed by ter... RXN SMILES: Br[C:2]1[C:20]([CH3:21])=[CH:19][C:5]([O:6][CH2:7][C@@H:8]2[CH2:13][N:12]([CH3:14])[C:11]3[CH:15]=[CH:16][CH:17]=[CH:18][C:10]=3[O:9]2)=[CH:4][C:3]=1[CH3:22].C([Li])CCC.[C:28](=[O:30])=[O:29]>O1CCCC1>[CH3:22][C:3]1[CH:4]=[C:5]([O:6][CH2:7][C@@H:8]2[CH2:13][N:12]([CH3:14])[C:11]3[CH:15]=[CH:16][CH:17]=[CH:18][C:10]=3[O:9]2)[CH:19]=[C:20]([CH3:21])[C:2]=1[C:28]([OH:30])=[O:29]. Conditions: temperature 0 celsius, time 1 hour. Run in O1CCCC1 (tetrahydrofuran). Yields the product CC1=C(C(=O)O)C(=CC(=C1)OC[C@H]1OC2=C(N(C1)C)C=CC=C2)C (2,6-dimethyl-4-(((2S)-4-methyl-3,4-dihydro-2H-1,4-benzoxazin-2-yl)methoxy)benzoic acid). Starting materials: CNC1CCN(C(=O)OC(C)(C)C)CC1, CC(=O)O[BH-](OC(C)=O)OC(C)=O, CCN(C(C)C)C(C)C, ClCCl, [Na+], O=C1CCOC1. Yields the product CN(C1CCN(C(=O)OC(C)(C)C)CC1)C1CCOC1. As a reaction SMILES: [C:1]([CH3:2])([CH3:3])([CH3:4])[O:5][C:6](=[O:7])[N:8]1[CH2:9][CH2:10][CH:11]([NH:14][CH3:15])[CH2:12][CH2:13]1.[C:31]([O:32][BH-:33]([O:34][C:35](=[O:36])[CH3:37])[O:38][C:39](=[O:40])[CH3:41])(=[O:42])[CH3:43].[CH:22]([N:23]([CH2:24][CH3:25])[CH:26]([CH3:27])[CH3:28])([CH3:29])[CH3:30].[Cl:45][CH2:46][Cl:47].[Na+:44].[O:16]1[CH2:17][C:18](=[O:21])[CH2:19][CH2:20]1>>[C:1]([CH3:2])([CH3:3])([CH3:4])[O:5][C:6](=[O:7])[N:8]1[CH2:9][CH2:10][CH:11]([N:14]([CH3:15])[CH:18]2[CH2:17][O:16][CH2:20][CH2:19]2)[CH2:12][CH2:13]1. The product is N#CC(CC1CCOC1)S(=O)(=O)CCC(F)(F)F. Starting materials: O=C([O-])[O-], CN(C)C=O, CCOC(C)=O, Cl, N#CCS(=O)(=O)CCC(F)(F)F, [I-], [K+], [K+], [K+], Cc1ccc(S(=O)(=O)OCC2CCOC2)cc1. As a reaction SMILES: [C:13](=[O:14])([O-:15])[O-:16].[CH3:39][N:40]([CH3:41])[CH:42]=[O:43].[CH3:44][CH2:45][O:46][C:47](=[O:48])[CH3:49].[ClH:38].[F:1][C:2]([CH2:3][CH2:4][S:5](=[O:6])(=[O:7])[CH2:8][C:9]#[N:10])([F:11])[F:12].[I-:20].[K+:17].[K+:18].[K+:19].[O:21]1[CH2:22][CH:23]([CH2:26][O:27][S:28]([c:29]2[cH:30][cH:31][c:32]([CH3:33])[cH:34][cH:35]2)(=[O:36])=[O:37])[CH2:24][CH2:25]1>>[F:1][C:2]([CH2:3][CH2:4][S:5](=[O:6])(=[O:7])[CH:8]([C:9]#[N:10])[CH2:26][CH:23]1[CH2:22][O:21][CH2:25][CH2:24]1)([F:11])[F:12]. Reactants: C1(=CC=CC=C1)[C@@H]1N[C@H](CC2=C1NC1=CC=CC=C21)C(=O)OC (trans methyl 1,2,3,4-tetrahydro-1-phenyl-9H-pyrido[3,4-b]indole-3-carboxylate), C1(CCCCC1)N=C=O (cyclohexyl isocyanate). Product: C1(CCCCC1)N1C(N2[C@H](C=3NC=4C=CC=CC4C3C[C@H]2C1=O)C1=CC=CC=C1)=O (Trans-2-cyclohexyl-5-phenyl-5,6,11,11a-tetrahydro-1H-imidazo[1′,5′;1,6] pyrido [3,4-b]indole-1,3(2H)-dione). Reaction SMILES: [C:1]1([C@H:7]2[C:12]3[NH:13][C:14]4[C:19]([C:11]=3[CH2:10][C@H:9]([C:20](OC)=[O:21])[NH:8]2)=[CH:18][CH:17]=[CH:16][CH:15]=4)[CH:6]=[CH:5][CH:4]=[CH:3][CH:2]=1.[CH:24]1([N:30]=[C:31]=[O:32])[CH2:29][CH2:28][CH2:27][CH2:26][CH2:25]1>>[CH:24]1([N:30]2[C:20](=[O:21])[C@H:9]3[N:8]([C@@H:7]([C:1]4[CH:6]=[CH:5][CH:4]=[CH:3][CH:2]=4)[C:12]4[NH:13][C:14]5[CH:15]=[CH:16][CH:17]=[CH:18][C:19]=5[C:11]=4[CH2:10]3)[C:31]2=[O:32])[CH2:29][CH2:28][CH2:27][CH2:26][CH2:25]1. Procedure details: The same method as employed in the preparation of Example 1 but starting from trans methyl 1,2,3,4-tetrahydro-1-phenyl-9H-pyrido[3,4-b]indole-3-carboxylate and cyclohexyl isocyanate gave after recrystallisation from methanol, the title compound as white crystals m.p.: 248-250° C. Reactants: O1C=C[C@@H](O)[C@H](O)[C@H]1CO (glucal), C(C)(=O)OC=C (vinyl acetate), C(C)(=O)OCC (ethyl acetate). The product is C(C)(=O)O[C@@H]1C=CO[C@@H]([C@H]1O)COC(C)=O (3,6-di-O-acetylglucal). Isolated yield 90.0%. Reaction SMILES: [O:1]1[C@H:8]([CH2:9][OH:10])[C@@H:6]([OH:7])[C@H:4]([OH:5])[CH:3]=[CH:2]1.[C:11](OC=C)(=[O:13])[CH3:12].[C:17](OCC)(=[O:19])[CH3:18]>>[C:11]([O:5][C@H:4]1[C@H:6]([OH:7])[C@@H:8]([CH2:9][O:10][C:17](=[O:19])[CH3:18])[O:1][CH:2]=[CH:3]1)(=[O:13])[CH3:12]. Procedure details: 7.3 g (50 mmol) of glucal are taken up in 50 ml of ethyl acetate and 150 ml of vinyl acetate and stirred at room temperature with 2 g of lipase from Pseudomonas spec. (Lipase P, from Amano Pharmaceutical Co., Ltd., Nagoya, Japan). After the reaction is complete (TLC check, about 48 h) the reusable enzyme is filtered off, and the solvent is evaporated, The 3,6-di-O-acetylglucal which results in more than 90% yield can be used without further purification for synthetic purposes.